Task: describe an organic reaction: reactants, conditions, products, and yield. Dataset: the Open Reaction Database (ORD), a public repository of structured organic reaction records The reactants are OC=1N=C2N(C(C1)=O)CC(N2)(C)C (7-hydroxy-2,2-dimethyl-2,3-dihydroimidazo[1,2-a]pyrimidin-5(1H)-one), O=P(Cl)(Cl)Cl (POCl3). Solvent: ClC(C)Cl (dichloroethane). Reaction conditions: temperature 60 celsius. Yields the product ClC=1N=C2N(C(C1)=O)CC(N2)(C)C (7-chloro-2,2-dimethyl-2,3-dihydroimidazo[1,2-a]pyrimidin-5(1H)-one). The yield is 83.0%. Reaction SMILES: O[C:2]1[N:3]=[C:4]2[NH:11][C:10]([CH3:13])([CH3:12])[CH2:9][N:5]2[C:6](=[O:8])[CH:7]=1.O=P(Cl)(Cl)[Cl:16]>ClC(Cl)C>[Cl:16][C:2]1[N:3]=[C:4]2[NH:11][C:10]([CH3:13])([CH3:12])[CH2:9][N:5]2[C:6](=[O:8])[CH:7]=1. Procedure details: 18.5 g of 7-hydroxy-2,2-dimethyl-2,3-dihydroimidazo[1,2-a]pyrimidin-5(1H)-one are suspended in 200 mL of dichloroethane. 48 mL of POCl3 are added and the mixture is heated to 60° C. for 3 h. After returning to RT, the solvents are dry evaporated. The residue is taken up in water and AcOET, 30% NaOH is added until pH=12. The product precipitates, it is filtered and then dried. 16.9 g (yield=83%) of 7-chloro-2,2-dimethyl-2,3-dihydroimidazo[1,2-a]pyrimidin-5(1H)-one are obtained as a yellow solid a...